From a dataset of the Open Reaction Database (ORD), a public repository of structured organic reaction records. describe an organic reaction: reactants, conditions, products, and yield The reactants are N#Cc1ccc(C(=O)Cl)cc1, C1CCOC1, CC(N)(C#N)Cn1nc2c(Br)cc(Cl)c(Br)c2n1. The product is CC(C#N)(Cn1nc2c(Br)cc(Cl)c(Br)c2n1)NC(=O)c1ccc(C#N)cc1. As a reaction SMILES: [C:1](#[N:2])[c:3]1[cH:4][cH:5][c:6]([C:7](=[O:8])[Cl:9])[cH:10][cH:11]1.[CH2:30]1[O:31][CH2:32][CH2:33][CH2:34]1.[NH2:12][C:13]([C:14]#[N:15])([CH2:16][n:17]1[n:18][c:19]2[c:20]([n:21]1)[c:22]([Br:28])[cH:23][c:24]([Cl:27])[c:25]2[Br:26])[CH3:29]>>[C:1](#[N:2])[c:3]1[cH:4][cH:5][c:6]([C:7](=[O:8])[NH:12][C:13]([C:14]#[N:15])([CH2:16][n:17]2[n:18][c:19]3[c:20]([n:21]2)[c:22]([Br:28])[cH:23][c:24]([Cl:27])[c:25]3[Br:26])[CH3:29])[cH:10][cH:11]1. The reactants are AlC3, O (Water), C(C)OC(=O)C(CC(=O)O)(CCC1=C(C=CC=C1)C)C(=O)OCC (3,3-bis-ethoxycarbonyl-5-o-tolyl-pentanoic acid), C(C(=O)Cl)(=O)Cl (oxalyl chloride), Cl (HCl). Run in C(Cl)Cl (CH2Cl2), C(Cl)Cl (CH2Cl2). Reaction conditions: temperature 5 celsius, time 8 hour. Yields the product CC1=CC=CC2=C1CCC(CC2=O)C(=O)O ((±)-1-Methyl5-oxo-6,7,8,9-tetrahydro-5H-benzocycloheptene-7carboxylic Acid). Isolated yield 54.2%. As a reaction SMILES: C(OC([C:6]([C:20]([O:22]CC)=[O:21])([CH2:11][CH2:12][C:13]1[CH:18]=[CH:17][CH:16]=[CH:15][C:14]=1[CH3:19])[CH2:7][C:8]([OH:10])=O)=O)C.C(Cl)(=O)C(Cl)=O.O.Cl>C(Cl)Cl>[CH3:19][C:14]1[C:13]2[CH2:12][CH2:11][CH:6]([C:20]([OH:22])=[O:21])[CH2:7][C:8](=[O:10])[C:18]=2[CH:17]=[CH:16][CH:15]=1. Procedure: 16.8 g (0.0499 mol) of 3,3-bis-ethoxycarbonyl-5-o-tolyl-pentanoic acid were dissolved in 120 mL of CH2Cl2 under a nitrogen atmosphere. The solution was cooled to 5° C. and 19 mL (0.1498 mol) of oxalyl chloride were added dropwise. After 3 h the volatiles were removed in vacuo, the resulting oil was dissolved in 200 mL of CH2Cl2 and this solution was added dropwise, at 0° C. and under inert atmosphere, to a suspension of 26.6 g (0.1996 mol) of AlC3 in 300 mL of CH2Cl2. The resulting suspension wa... Reactants: C[C@H]1[C@@H]([C@H](C[C@@H](O1)O[C@H]2C[C@@](CC=3C2=C(C4=C(C3O)C(=O)C5=CC=CC(=C5C4=O)OC)O)(C(=O)CO)O)N)O.Cl (epirubicin hydrochloride), C(C)(C)N(CC)C(C)C (diisopropyl ethyl amine), ClCCCC(=O)Cl (4-chlorobutyryl chloride), O (water), resultant mixture. Solvent: CN(C)C=O (DMF). Run at time 10 minute. Yields the product C[C@H]1[C@@H]([C@H](C[C@@H](O1)O[C@H]2C[C@@](CC=3C2=C(C4=C(C3O)C(=O)C5=CC=CC(=C5C4=O)OC)O)(C(=O)CO)O)N)O (epirubicin). Yield: 64.0%. RXN SMILES: [CH3:1][C@@H:2]1[O:7][C@@H:6]([O:8][C@@H:9]2[C:14]3=[C:15]([OH:32])[C:16]4[C:28](=[O:29])[C:27]5[C:22](=[CH:23][CH:24]=[CH:25][C:26]=5[O:30][CH3:31])[C:20](=[O:21])[C:17]=4[C:18]([OH:19])=[C:13]3[CH2:12][C@@:11]([OH:37])([C:33]([CH2:35][OH:36])=[O:34])[CH2:10]2)[CH2:5][C@H:4]([NH2:38])[C@H:3]1[OH:39].Cl.C(N(C(C)C)CC)(C)C.ClCCCC(Cl)=O.O>CN(C=O)C>[CH3:1][C@@H:2]1[O:7][C@@H:6]([O:8][C@@H:9]2[C:14]3=[C:15]([OH:32])[C:16]4[C:28](=[O:29])[C:27]5[C:22](=[CH:23][CH:24]=[CH:25][C:26]=5[O:30][CH3:31])[C:20](=[O:21])[C:17]=4[C:18]([OH:19])=[C:13]3[CH2:12][C@@:11]([OH:37])([C:33]([CH2:35][OH:36])=[O:34])[CH2:10]2)[CH2:5][C@H:4]([NH2:38])[C@H:3]1[OH:39] |f:0.1|. Procedure details: 10 mg of epirubicin hydrochloride was dissolved in 5 ml of anhydrous DMF. The mixture was cooled to 0° C.-5° C. in an ice bath. 7 mg of diisopropyl ethyl amine was added to the mixture. The resulting mixture was stirred for 10 min. 2.4 mg of 4-chlorobutyryl chloride was added to the resulting mixture. The reaction was performed for 30 min. 100 ml of water was added to the resultant mixture in an ice bath. The resulting mixture was extracted with chloroform three times (5 ml×3). The chloroform la... The reactants are COc1c(C=O)cc(C(=O)O)cc1C1CCC1, O=CO, Cl, NO. The product is COc1c(C#N)cc(C(=O)O)cc1C1CCC1. RXN SMILES: [CH:1]1([c:5]2[cH:6][c:7]([C:8](=[O:9])[OH:10])[cH:11][c:12]([CH:16]=[O:17])[c:13]2[O:14][CH3:15])[CH2:2][CH2:3][CH2:4]1.[CH:21]([OH:22])=[O:23].[ClH:18].[NH2:19][OH:20]>>[CH:1]1([c:5]2[cH:6][c:7]([C:8](=[O:9])[OH:10])[cH:11][c:12]([C:16]#[N:19])[c:13]2[O:14][CH3:15])[CH2:2][CH2:3][CH2:4]1. Reactants: CC(C)(C)c1ccc(C(=O)Cl)cc1, Cl, CCOC(Cc1ccc(OCCc2ccc(N)cc2)cc1)C(=O)O, [Na+], C1CCOC1, O=C([O-])O. Yields the product CCOC(Cc1ccc(OCCc2ccc(NC(=O)c3ccc(C(C)(C)C)cc3)cc2)cc1)C(=O)O. RXN SMILES: [C:31]([CH3:32])([CH3:33])([CH3:34])[c:35]1[cH:36][cH:37][c:38]([C:39](=[O:40])[Cl:41])[cH:42][cH:43]1.[ClH:1].[NH2:2][c:3]1[cH:4][cH:5][c:6]([CH2:9][CH2:10][O:11][c:12]2[cH:13][cH:14][c:15]([CH2:18][CH:19]([C:20](=[O:21])[OH:22])[O:23][CH2:24][CH3:25])[cH:16][cH:17]2)[cH:7][cH:8]1.[Na+:26].[O:44]1[CH2:45][CH2:46][CH2:47][CH2:48]1.[OH:27][C:28](=[O:29])[O-:30]>>[NH:2]([c:3]1[cH:4][cH:5][c:6]([CH2:9][CH2:10][O:11][c:12]2[cH:13][cH:14][c:15]([CH2:18][CH:19]([C:20](=[O:21])[OH:22])[O:23][CH2:24][CH3:25])[cH:16][cH:17]2)[cH:7][cH:8]1)[C:39]([c:38]1[cH:37][cH:36][c:35]([C:31]([CH3:32])([CH3:33])[CH3:34])[cH:43][cH:42]1)=[O:40].